Dataset: the Open Reaction Database (ORD), a public repository of structured organic reaction records. Task: describe an organic reaction: reactants, conditions, products, and yield The reactants are N (ammonia), C(C=C)#N (propenenitrile), C(#N)C(C#N)=C(SC)SC (2-cyano-3,3-bis(methylthio)propenenitrile), CS (methyl mercaptan). Solvent: C(C)O (ethanol). The product is NC(=C(C#N)C#N)SC (3-Amino-2-cyano-3-(methylthio)propenenitrile). RXN SMILES: N.[C:2]([C:4](=[C:7](SC)[S:8][CH3:9])[C:5]#[N:6])#[N:3].CS.C(#[N:17])C=C>C(O)C>[NH2:17][C:7]([S:8][CH3:9])=[C:4]([C:5]#[N:6])[C:2]#[N:3]. Reported procedure: Two liters of ethanol were saturated with ammonia gas at 15°. At ambient temperature, 278.3 g of 2-cyano-3,3-bis(methylthio)propenenitrile were added portionwise. A sodium hydroxide trap was used to trap the methyl mercaptan by-product. After complete addition of the propenenitrile the reaction mixture was cooled to approximately 10°. The solid which separated was collected by filtration and washed with cold ethanol to give, after drying, 206.3 g of white 3-amino-2-cyano-3-(methylthio)propenenit... Starting materials: C(CCC)OC1=C(C=C2C(=CC(OC2=C1)(C)C)C(C)C)/C(=C(\C(=O)OCC)/F)/C (ethyl (2E)-3-(7-butoxy-4-isopropyl-2,2-dimethyl-2H-chromen-6-yl)-2-fluoro-but-2-enoate), C(CCC)OC1=C(C=C2C(=CC(OC2=C1)(C)C)C(C)C)/C(=C(\C(=O)OCC)/F)/C (ethyl (2E)-3-(7-butoxy-4-isopropyl-2,2-dimethyl-2H-chromen-6-yl)-2-fluoro-but-2-enoate), [H-].C(C(C)C)[Al+]CC(C)C (diisobutylaluminum hydride). Yields the product C(CCC)OC1=C(C=C2C(=CC(OC2=C1)(C)C)C(C)C)/C(=C(\CO)/F)/C ((2E)-3-(7-Butoxy-4-isopropyl-2,2-dimethyl-2H-chromen-6-yl)-2-fluoro-but-2-en-1-ol). RXN SMILES: [CH2:1]([O:5][C:6]1[CH:15]=[C:14]2[C:9]([C:10]([CH:18]([CH3:20])[CH3:19])=[CH:11][C:12]([CH3:17])([CH3:16])[O:13]2)=[CH:8][C:7]=1/[C:21](/[CH3:29])=[C:22](/[F:28])\[C:23](OCC)=[O:24])[CH2:2][CH2:3][CH3:4].[H-].C([Al+]CC(C)C)C(C)C>>[CH2:1]([O:5][C:6]1[CH:15]=[C:14]2[C:9]([C:10]([CH:18]([CH3:19])[CH3:20])=[CH:11][C:12]([CH3:17])([CH3:16])[O:13]2)=[CH:8][C:7]=1/[C:21](/[CH3:29])=[C:22](/[F:28])\[CH2:23][OH:24])[CH2:2][CH2:3][CH3:4] |f:1.2|. Procedure: Following General Procedure L, ethyl (2E)-3-(7-butoxy-4-isopropyl-2,2-dimethyl-2H-chromen-6-yl)-2-fluoro-but-2-enoate (Compound 74, 133 mg, 0.34 mmol) and diisobutylaluminum hydride (1 M in hexanes, 1.37 mL, 1.37 mmol) were reacted to give the title compound as a colorless oil after purification by flash chromatography (silica gel, 1:9 ethyl acetate/hexane). RXN SMILES: Br[C:2]1[CH:3]=[C:4]([CH:8]([OH:18])[CH2:9][CH2:10][NH:11][C:12](=[O:17])[C:13]([F:16])([F:15])[F:14])[CH:5]=[CH:6][CH:7]=1.[CH3:19][CH:20]([CH3:24])[CH2:21][C:22]#[CH:23]>>[F:14][C:13]([F:16])([F:15])[C:12]([NH:11][CH2:10][CH2:9][CH:8]([OH:18])[C:4]1[CH:5]=[CH:6][CH:7]=[C:2]([C:23]#[C:22][CH2:21][CH:20]([CH3:24])[CH3:19])[CH:3]=1)=[O:17]. Starting materials: BrC=1C=C(C=CC1)C(CCNC(C(F)(F)F)=O)O (N-(3-(3-bromophenyl)-3-hydroxypropyl)-2,2,2-trifluoroacetamide), CC(CC#C)C (4-methyl-pent-1-yne). The product is FC(C(=O)NCCC(C1=CC(=CC=C1)C#CCC(C)C)O)(F)F (2,2,2-trifluoro-N-(3-hydroxy-3-(3-(4-methylpent-1-ynyl)phenyl)propyl)acetamide). Procedure details: Sonogashira reaction of 25 with 4-methyl-pent-1-yne yielded 2,2,2-trifluoro-N-(3-hydroxy-3-(3-(4-methylpent-1-ynyl)phenyl)propyl)acetamide as dark brown oil. Yield (0.94 g, 94%): 1H NMR (400 MHz, CDCl3) δ 7.38 (s, 1H), 7.25-7.35 (m, 3H), 4.86 (m, 1H), 3.67-3.72 (m, 1H), 3.38-3.44 (m, 1H), 2.30 (d, J=6.4 Hz, 2H), 2.28 (bs, 1H), 1.87-1.99 (m, 3H), 1.05 (d, J=6.8 Hz, 6H). The reactants are CN1C(N(CC1)CC#C)=O (1-methyl-3-(2-propynyl)-2-imidazolidinone), CNC (dimethylamine), N1CCCC1 (pyrrolidine). Product: CN(CC#CCN1C(NCC1)=O)C (1-[4-(Dimethylamino)-2-butynyl]-2-imidazolidinone). RXN SMILES: C[N:2]1[CH2:6][CH2:5][N:4]([CH2:7][C:8]#[CH:9])[C:3]1=[O:10].[CH3:11][NH:12][CH3:13].N1CCC[CH2:15]1>>[CH3:11][N:12]([CH3:15])[CH2:13][C:9]#[C:8][CH2:7][N:4]1[CH2:5][CH2:6][NH:2][C:3]1=[O:10]. Procedure: This product was prepared according to Example 1, Part B, by substituting 1-(2-propynyl)-2-imidazolidinone for 1-methyl-3-(2-propynyl)-2-imidazolidinone and dimethylamine for pyrrolidine; m.p. 83°-87° C. The reactants are CN(C)CC(=O)Cl, CN(C)C=O, NS(=O)(=O)c1cnc(OCC2(F)CCNCC2)c(Cl)c1, Cl, [Na+], [Na+], O=C([O-])[O-]. The product is CN(C)CC(=O)N1CCC(F)(COc2ncc(S(N)(=O)=O)cc2Cl)CC1. Reaction SMILES: [CH3:21][N:22]([CH2:23][C:24](=[O:25])[Cl:26])[CH3:27].[CH3:35][N:36]([CH3:37])[CH:38]=[O:39].[Cl:1][c:2]1[cH:3][c:4]([S:17](=[O:18])(=[O:19])[NH2:20])[cH:5][n:6][c:7]1[O:8][CH2:9][C:10]1([F:16])[CH2:11][CH2:12][NH:13][CH2:14][CH2:15]1.[ClH:28].[Na+:29].[Na+:30].[O-:31][C:32](=[O:33])[O-:34]>>[Cl:1][c:2]1[cH:3][c:4]([S:17](=[O:18])(=[O:19])[NH2:20])[cH:5][n:6][c:7]1[O:8][CH2:9][C:10]1([F:16])[CH2:11][CH2:12][N:13]([C:24]([CH2:23][N:22]([CH3:21])[CH3:27])=[O:25])[CH2:14][CH2:15]1. The reactants are CC(C)(C)N, CCCCCC, CC1=C(c2ccccc2)c2cc3c(cc2C1[Si](C)(C)Cl)CCC3. Yields the product CC1=C(c2ccccc2)c2cc3c(cc2C1[Si](C)(C)NC(C)(C)C)CCC3. RXN SMILES: [C:24]([CH3:25])([CH3:26])([CH3:27])[NH2:28].[CH3:29][CH2:30][CH2:31][CH2:32][CH2:33][CH3:34].[Cl:1][Si:2]([CH:3]1[C:4]([CH3:21])=[C:5]([c:15]2[cH:16][cH:17][cH:18][cH:19][cH:20]2)[c:6]2[cH:7][c:8]3[c:12]([cH:13][c:14]21)[CH2:11][CH2:10][CH2:9]3)([CH3:22])[CH3:23]>>[Si:2]([CH:3]1[C:4]([CH3:21])=[C:5]([c:15]2[cH:16][cH:17][cH:18][cH:19][cH:20]2)[c:6]2[cH:7][c:8]3[c:12]([cH:13][c:14]21)[CH2:11][CH2:10][CH2:9]3)([CH3:22])([CH3:23])[NH:28][C:24]([CH3:25])([CH3:26])[CH3:27]. Reactants: S(=O)(Cl)Cl (thionyl chloride), NC=1C=C(C=CC1Cl)CCC(=O)OC(C)(C)C (tert-butyl 3-(3-amino-4-chlorophenyl)propanoate), O (water). The solvent is ClCCl (dichloromethane), CO (methanol). Product: NC=1C=C(C=CC1Cl)CCC(=O)OC (Methyl 3-(3-amino-4-chlorophenyl)propanoate). As a reaction SMILES: S(Cl)(Cl)=O.[NH2:5][C:6]1[CH:7]=[C:8]([CH2:13][CH2:14][C:15]([O:17][C:18](C)(C)C)=[O:16])[CH:9]=[CH:10][C:11]=1[Cl:12].O>CO.ClCCl>[NH2:5][C:6]1[CH:7]=[C:8]([CH2:13][CH2:14][C:15]([O:17][CH3:18])=[O:16])[CH:9]=[CH:10][C:11]=1[Cl:12]. Reported procedure: Under reflux, 0.86 ml (11.7 mmol) of thionyl chloride was added dropwise to a solution of 1.0 g (3.91 mmol) of tert-butyl 3-(3-amino-4-chlorophenyl)propanoate in 20 ml of methanol. The mixture was stirred under reflux for 1.5 h and then, after cooling, diluted with dichloromethane. The solution was added to water, and after phase separation the organic phase was washed with saturated sodium bicarbonate solution and saturated sodium chloride solution, dried over sodium sulphate and concentrated u...